Task: describe an organic reaction: reactants, conditions, products, and yield. Dataset: the Open Reaction Database (ORD), a public repository of structured organic reaction records Reactants: NC1=CC=C(C=C1)C(C)O (p-aminophenylethanol), [OH-].[K+] (KOH). Product: NC1=CC=C(C=C)C=C1 (p-aminostyrene). Reaction SMILES: [NH2:1][C:2]1[CH:7]=[CH:6][C:5]([CH:8](O)[CH3:9])=[CH:4][CH:3]=1.[OH-].[K+]>>[NH2:1][C:2]1[CH:7]=[CH:6][C:5]([CH:8]=[CH2:9])=[CH:4][CH:3]=1 |f:1.2|. Procedure details: Dehydration of 9.2 g of p-aminophenylethanol (Chem. Abs., vol. 59:3797f) was done by heating with 8.8 g of KOH in the flame of a Bunsen burner under a nitrogen atmosphere (about 6 mm pressure). The product was collected by cooling with a Dry Ice-acetone bath. The solution was extracted with ether, dried over KOH and filtered. Evaporation of the ether gave p-aminostyrene, which was characterized by IR and NMR; the yield was 6.4 g. Reactants: CS(=O)(=O)Cl (methanesulfonyl chloride), C(CCC)OC1=C(C(C1=O)=O)NCCCO (1-Butoxy-2-(3-hydroxypropvlamino)-1-cyclobutene-3,4-dione), O (water). Solvent: N1=CC=CC=C1 (pyridine). Conditions: time 1 hour. Product: C(CCC)OC1=C(C(C1=O)=O)NCCCS(=O)(=O)C (1-Butoxy-2-(3-methanesulfonylpropylamino)-1-cyclobutene-3,4-dione). Isolated yield 66.0%. As a reaction SMILES: [CH2:1]([O:5][C:6]1[C:9](=[O:10])[C:8](=[O:11])[C:7]=1[NH:12][CH2:13][CH2:14][CH2:15]O)[CH2:2][CH2:3][CH3:4].[CH3:17][S:18](Cl)(=[O:20])=[O:19].O>N1C=CC=CC=1>[CH2:1]([O:5][C:6]1[C:9](=[O:10])[C:8](=[O:11])[C:7]=1[NH:12][CH2:13][CH2:14][CH2:15][S:18]([CH3:17])(=[O:20])=[O:19])[CH2:2][CH2:3][CH3:4]. Procedure: A solution of 1-butoxy-2-(3-hydroxypropylamino)-1-cyclobutene-3,4-dione [prepared in Example 7] (1.0 g, 4.4 mmol) in 5 mL of pyridine was cooled to 0° C. and treated dropwise with 0.36 mL (4.6 mmol) of methanesulfonyl chloride. The mixture was stirred at ambient temperature for 1 hour then poured into 80 mL of water and extracted with 20 mL of ethyl acetate. The organic phase was washed 4 times with water, dried and evaporated to give 0.84 g of title compound. Starting materials: OC1=C(C=NC=2CCC(CC12)=O)C(=O)OCC (ethyl 4-hydroxy-6-oxo-5,6,7,8-tetrahydroquinoline 3-carboxylate), C1CCOC1 (THF). Run in C[Mg+].[Br-] (MeMgBr), CCOCC (Et2O). Run at time 1 hour. The product is OC1=C(C=NC=2CCC(CC12)(C)O)C(=O)OCC (ethyl 4,6-dihydroxy-6-methyl-5,6,7,8-tetrahydroquinoline-3-carboxylate). Reaction SMILES: [OH:1][C:2]1[C:11]2[CH2:10][C:9](=[O:12])[CH2:8][CH2:7][C:6]=2[N:5]=[CH:4][C:3]=1[C:13]([O:15][CH2:16][CH3:17])=[O:14].[CH2:18]1COCC1>C[Mg+].[Br-].CCOCC>[OH:1][C:2]1[C:11]2[CH2:10][C:9]([OH:12])([CH3:18])[CH2:8][CH2:7][C:6]=2[N:5]=[CH:4][C:3]=1[C:13]([O:15][CH2:16][CH3:17])=[O:14] |f:2.3|. Procedure: To a stirred suspension of ethyl 4-hydroxy-6-oxo-5,6,7,8-tetrahydroquinoline 3-carboxylate (12 g) in 250 mL of THF, 35 mL of 3N MeMgBr in Et2O is added dropwise under cooling maintaining the temperature at 0° to 5°. The mixture is stirred for another 1 hour at the same temperature, then quenched and evaporated. The dried residue is taken up in CHCl3 washed with aqueous NaCl, dried (MgSO4) and evaporated to obtain ethyl 4,6-dihydroxy-6-methyl-5,6,7,8-tetrahydroquinoline-3-carboxylate. Starting materials: C1(=CC=CC=C1)C#CC1=NOC2(C1)CCC(CC2)=NO (3-(2-Phenylethynyl)-1-oxa-2-azaspiro[4.5]dec-2-en-8-one oxime), [H-].[Na+] (sodium hydride), BrC1C(=O)OCC1 (2-bromo-gamma-butyrolactone). The solvent is C1CCOC1 (THF). Run at time 1 hour. Product: O=C1OCCC1ON=C1CCC2(CC(=NO2)C#CC2=CC=CC=C2)CC1 (3-(Phenylethynyl)-1-oxa-2-azaspiro[4.5]dec-2-en-8-one O-(2-oxotetrahydrofuran-3-yl)oxime). The yield is 32.0%. As a reaction SMILES: [C:1]1([C:7]#[C:8][C:9]2[CH2:13][C:12]3([CH2:18][CH2:17][C:16](=[N:19][OH:20])[CH2:15][CH2:14]3)[O:11][N:10]=2)[CH:6]=[CH:5][CH:4]=[CH:3][CH:2]=1.[H-].[Na+].Br[CH:24]1[CH2:29][CH2:28][O:27][C:25]1=[O:26]>C1COCC1>[O:26]=[C:25]1[CH:24]([O:20][N:19]=[C:16]2[CH2:17][CH2:18][C:12]3([O:11][N:10]=[C:9]([C:8]#[C:7][C:1]4[CH:6]=[CH:5][CH:4]=[CH:3][CH:2]=4)[CH2:13]3)[CH2:14][CH2:15]2)[CH2:29][CH2:28][O:27]1 |f:1.2|. Reported procedure: To a solution of the compound of Example 46 (50 mg, 0.186 mmol) in THF (5 mL) was added sodium hydride (60% oil dispersion, 7.81 mg, 0.195 mmol) and the mixture was stirred at r.t. for 1 h. Afterwards, 2-bromo-gamma-butyrolactone (17.2 μL, 0.186 mmol) was added and the reaction was stirred overnight, quenched with water, extracted with EtOAc. The combined organic layers were washed with brine, evaporated to dryness in vacuo to afford a crude, which was purified by automated RP chromatography (Is... Reactants: C(C=C)ONC(OC(C)(C)C)=O (tert-butyl allyloxycarbamate), CC(C)(C)[O-].[K+] (potassium 2-methylpropan-2-olate), ON (hydroxyamine), [Si](C)(C)(C(C)(C)C)OC[C@H]1N(C[C@H](C(=C1)COC)OS(=O)(=O)C)C(=O)OC(C)(C)C ((2S,5S)-tert-butyl 2-((tert-butyldimethylsilyloxy)methyl)-4-(methoxymethyl)-5-(methylsulfonyloxy)-5,6-dihydropyridine-1(2H)-carboxylate). Run in CN(C)C=O (DMF), C(C)(=O)OCC (ethyl acetate), CN(C)C=O (DMF). Conditions: temperature 0 celsius, time 30 minute. Product: C(C=C)ON([C@@H]1C(=C[C@H](N(C1)C(=O)OC(C)(C)C)CO[Si](C)(C)C(C)(C)C)COC)C(=O)OC(C)(C)C ((2S,5R)-tert-butyl 5-(allyloxy(tert-butoxycarbonyl)amino)-2-((tert-butyldimethylsilyloxy)methyl)-4-(methoxymethyl)-5,6-dihydropyridine-1(2H)-carboxylate). RXN SMILES: [CH2:1]([O:4][NH:5][C:6](=[O:12])[O:7][C:8]([CH3:11])([CH3:10])[CH3:9])[CH:2]=[CH2:3].CC([O-])(C)C.[K+].[Si:19]([O:26][CH2:27][C@@H:28]1[CH:33]=[C:32]([CH2:34][O:35][CH3:36])[C@H:31](OS(C)(=O)=O)[CH2:30][N:29]1[C:42]([O:44][C:45]([CH3:48])([CH3:47])[CH3:46])=[O:43])([C:22]([CH3:25])([CH3:24])[CH3:23])([CH3:21])[CH3:20].ON>CN(C=O)C.C(OCC)(=O)C>[CH2:1]([O:4][N:5]([C:6]([O:7][C:8]([CH3:11])([CH3:10])[CH3:9])=[O:12])[C@H:31]1[CH2:30][N:29]([C:42]([O:44][C:45]([CH3:46])([CH3:47])[CH3:48])=[O:43])[C@H:28]([CH2:27][O:26][Si:19]([C:22]([CH3:25])([CH3:24])[CH3:23])([CH3:21])[CH3:20])[CH:33]=[C:32]1[CH2:34][O:35][CH3:36])[CH:2]=[CH2:3] |f:1.2|. Procedure details: To a stirred solution of tert-butyl allyloxycarbamate (7.39 g, 42.66 mmol) in DMF (150 mL) at rt, potassium 2-methylpropan-2-olate (42.66 mL, 42.66 mmol) was added and gave a purple solution. After 30 min at rt, the mixture was cooled to 0° C. and (2S,5S)-tert-butyl 2-((tert-butyldimethylsilyloxy)methyl)-4-(methoxymethyl)-5-(methylsulfonyloxy)-5,6-dihydropyridine-1(2H)-carboxylate (crude, 16.55 g, 35.55 mmol) in 50.0 mL DMF was added. The mixture was then warmed up to rt for 1 h. It was then dil... Starting materials: FC(C(=O)O)(F)F.ClC1=CN=C(C2=CC(=CC=C12)S(=O)(=O)NCCC(=O)O)NC(=N)N (N-[(4-Chloro-1-guanidino-7-isoquinolinyl)sulphonyl]-β-alanine trifluoroacetate), [H-].[Na+] (NaH), C(C)(C)(C)OC(CCNS(=O)(=O)C1=CC=C2C(=CN=C(C2=C1)Cl)Cl)=O (N-[(1,4-Dichloro-7-isoquinolinyl)sulphonyl]-β-alanine t-butyl ester). Solvent: CCOC(=O)C (EtOAc), COCCOC (DME). Run at temperature 30 celsius. The product is C(C)(C)(C)OC(CCNS(=O)(=O)C1=CC=C2C(=CN=C(C2=C1)NC(=N)N)Cl)=O (N-[(4-chloro-1-guanidino-7-isoquinolinyl)sulphonyl]-β-alanine t-butyl ester). Reaction SMILES: FC(F)(F)C(O)=O.[Cl:8][C:9]1[C:18]2[C:13](=[CH:14][C:15]([S:19]([NH:22][CH2:23][CH2:24][C:25]([OH:27])=[O:26])(=[O:21])=[O:20])=[CH:16][CH:17]=2)[C:12]([NH:28][C:29]([NH2:31])=[NH:30])=[N:11][CH:10]=1.[H-].[Na+].[C:34](OC(=O)CCNS(C1C=C2C(C(Cl)=CN=C2Cl)=CC=1)(=O)=O)([CH3:37])([CH3:36])[CH3:35]>COCCOC.CCOC(C)=O>[C:34]([O:26][C:25](=[O:27])[CH2:24][CH2:23][NH:22][S:19]([C:15]1[CH:14]=[C:13]2[C:18]([C:9]([Cl:8])=[CH:10][N:11]=[C:12]2[NH:28][C:29]([NH2:31])=[NH:30])=[CH:17][CH:16]=1)(=[O:20])=[O:21])([CH3:37])([CH3:36])[CH3:35] |f:0.1,2.3|. Procedure details: N-[(4-Chloro-1-guanidino-7-isoquinolinyl)sulphonyl]-β-alanine trifluoroacetate ##STR14## Guanidine hydrochloride (140 mg, 1.46 mmol was added in one portion to a stirred suspension of NaH (35 mg, 80% dispersion by wt in mineral oil, 1.17 mmol) in DME (8.0 mL) and the mixture was heated at 30° C. under N2 for 30 min. N-[(1,4-Dichloro-7-isoquinolinyl)sulphonyl]-β-alanine t-butyl ester (150 mg, 0.37 mmol) was added and the mixture heated at 90° C. for 18 h. The cooled mixture was diluted with EtOAc... Starting materials: COC(CC1=CC(=NC2=CC=CC=C12)Cl)=O (2-(2-chloro-quinolin-4-yl)-acetic acid methyl ester), [NH4+].[OH-] (NH4OH). Conditions: time 8 hour. The product is ClC1=NC2=CC=CC=C2C(=C1)CC(=O)N (2-(2-chloro-quinolin-4-yl)-acetamide). Reaction SMILES: C[O:2][C:3](=O)[CH2:4][C:5]1[C:14]2[C:9](=[CH:10][CH:11]=[CH:12][CH:13]=2)[N:8]=[C:7]([Cl:15])[CH:6]=1.[NH4+:17].[OH-]>>[Cl:15][C:7]1[CH:6]=[C:5]([CH2:4][C:3]([NH2:17])=[O:2])[C:14]2[C:9](=[CH:10][CH:11]=[CH:12][CH:13]=2)[N:8]=1 |f:1.2|. Procedure details: 2-(2-chloro-quinolin-4-yl)-acetic acid methyl ester (100 mg, 0.42 mmol) is suspended in 28% NH4OH (2.0 mL). The mixture is stirred at RT overnight. The solvent is evaporated to afford 2-(2-chloro-quinolin-4-yl)-acetamide as a solid. The reactants are O=C1CCc2ccc(Br)cc21, [BH3-]C#N, CNC, CC(=O)O, CO, [Na+]. The product is CN(C)C1CCc2ccc(Br)cc21. Reaction SMILES: [Br:1][c:2]1[cH:3][cH:4][c:5]2[c:9]([cH:10]1)[C:8](=[O:11])[CH2:7][CH2:6]2.[C:19]([BH3-:20])#[N:21].[CH3:12][NH:13][CH3:14].[CH3:15][C:16](=[O:17])[OH:18].[CH3:23][OH:24].[Na+:22]>>[Br:1][c:2]1[cH:3][cH:4][c:5]2[c:9]([cH:10]1)[CH:8]([N:13]([CH3:12])[CH3:14])[CH2:7][CH2:6]2.